The task is: describe an organic reaction: reactants, conditions, products, and yield. This data is from the Open Reaction Database (ORD), a public repository of structured organic reaction records. The reactants are Cl (Hydrogen chloride), C(C)(=O)NC1=CC(=C(NC1=O)C(=O)OCC)C(=O)OCC (diethyl 5-acetamido-1,6-dihydro-6-oxo-2,3-pyridinedicarboxylate). Solvent: C(C)O (ethanol). Reaction conditions: time 8 hour. Product: NC1=CC(=C(NC1=O)C(=O)OCC)C(=O)OCC (diethyl 5-amino-1,6-dihydro-6-oxo-2,3-pyridinedicarboxylate). As a reaction SMILES: Cl.C([NH:5][C:6]1[C:11](=[O:12])[NH:10][C:9]([C:13]([O:15][CH2:16][CH3:17])=[O:14])=[C:8]([C:18]([O:20][CH2:21][CH3:22])=[O:19])[CH:7]=1)(=O)C>C(O)C>[NH2:5][C:6]1[C:11](=[O:12])[NH:10][C:9]([C:13]([O:15][CH2:16][CH3:17])=[O:14])=[C:8]([C:18]([O:20][CH2:21][CH3:22])=[O:19])[CH:7]=1. Procedure details: Hydrogen chloride gas is bubbled into a solution of diethyl 5-acetamido-1,6-dihydro-6-oxo-2,3-pyridinedicarboxylate (5.2 g, 0.018 mol) dissolved in absolute ethanol (400 mL) until the solution is saturated at 20° C. the reaction is stirred at room temperature overnight and is then concentrated in vacuo. The resulting residue is dissolved in water, neutralized with solid sodium bicarbonate, and extracted into methylene chloride. The combined organic extracts are dried over anhydrous sodium sulfat... The reactants are C(C)OC(C#C[C@H](CCCCC)OC1OCCCC1)OCC ((4S)-1,1-diethoxy-4-(2-tetrahydropyranyloxy)-2-nonyne), O1CCCC1 (tetrahydrofuran), S(O)(O)(=O)=O (sulfuric acid). The solvent is O (water). Reaction conditions: time 17 hour. Yields the product O[C@H](C#CC=O)CCCCC ((4S)-4-hydroxy-2-nonynal). Reaction SMILES: C([O:3][CH:4](OCC)[C:5]#[C:6][C@@H:7]([O:13]C1CCCCO1)[CH2:8][CH2:9][CH2:10][CH2:11][CH3:12])C.O1CCCC1.S(=O)(=O)(O)O>O>[OH:13][C@@H:7]([CH2:8][CH2:9][CH2:10][CH2:11][CH3:12])[C:6]#[C:5][CH:4]=[O:3]. Procedure details: A mixture of (4S)-1,1-diethoxy-4-(2-tetrahydropyranyloxy)-2-nonyne (96.0 g., 0.31 mole), tetrahydrofuran (500 ml.), and 30% aqueous sulfuric acid (100 ml.) is stirred at room temperature for 17 hours. The solution is diluted with water and the oily product is extracted with ether. The ether extract is washed with sodium bicarbonate solution and water and dried over sodium sulfate. Evaporation of the ether leaves (4S)-4-hydroxy-2-nonynal as a colorless residual oil which is used in the following ... Starting materials: [OH-].[Na+] (sodium hydroxide), S1C=CC2=C1C=CC(=C2)C=O (1-benzothiophene-5-carbaldehyde), C(CO)O (ethylene glycol), O.C1(=CC=C(C=C1)S(=O)(=O)O)C (para-toluenesulfonic acid monohydrate). Run in C1(=CC=CC=C1)C (toluene). Reaction conditions: time 7 hour. Product: S1C=CC2=C1C=CC(=C2)C2OCCO2 (2-(1-benzothiophen-5-yl)-1,3-dioxolane). Reaction SMILES: [S:1]1[C:5]2[CH:6]=[CH:7][C:8]([CH:10]=[O:11])=[CH:9][C:4]=2[CH:3]=[CH:2]1.[CH2:12](O)[CH2:13][OH:14].O.C1(C)C=CC(S(O)(=O)=O)=CC=1.[OH-].[Na+]>C1(C)C=CC=CC=1>[S:1]1[C:5]2[CH:6]=[CH:7][C:8]([CH:10]3[O:14][CH2:13][CH2:12][O:11]3)=[CH:9][C:4]=2[CH:3]=[CH:2]1 |f:2.3,4.5|. Reported procedure: 16.5 g of 1-benzothiophene-5-carbaldehyde and 49.5 mL of ethylene glycol were dissolved in 165 mL of toluene, to which 0.30 g of para-toluenesulfonic acid monohydrate was added, and this solution was stirred for 7 hours while heating it under reflux. The reaction mixture was cooled to room temperature, to which an aqueous solution of sodium hydroxide was added, and then the organic phase was separated therefrom. After the resultant organic phase was washed with water and a saturated sodium chlor...